Dataset: the Open Reaction Database (ORD), a public repository of structured organic reaction records. Task: describe an organic reaction: reactants, conditions, products, and yield Reactants: C(C1=CC=CC=C1)OC1=C(C=C2C(=CC=NC2=C1)OC1=CC=C(C=C1)[N+](=O)[O-])OC (7-(benzyloxy)-6-methoxy-4-(4-nitrophenoxy)quinoline), C(=O)O[K] (HCOOK). Reagents/catalysts: [Pd] (Pd/C). Solvent: CO.O (MeOH H2O), CCOC(=O)C (EtOAc). Product: NC1=CC=C(OC2=CC=NC3=CC(=C(C=C23)OC)O)C=C1 (4-(4-aminophenoxy)-6-methoxyquinolin-7-ol). The yield is 85.0%. Reaction SMILES: C([O:8][C:9]1[CH:18]=[C:17]2[C:12]([C:13]([O:19][C:20]3[CH:25]=[CH:24][C:23]([N+:26]([O-])=O)=[CH:22][CH:21]=3)=[CH:14][CH:15]=[N:16]2)=[CH:11][C:10]=1[O:29][CH3:30])C1C=CC=CC=1.C(O[K])=O>CO.O.CCOC(C)=O.[Pd]>[NH2:26][C:23]1[CH:24]=[CH:25][C:20]([O:19][C:13]2[C:12]3[C:17](=[CH:18][C:9]([OH:8])=[C:10]([O:29][CH3:30])[CH:11]=3)[N:16]=[CH:15][CH:14]=2)=[CH:21][CH:22]=1 |f:2.3|. Procedure: A suspension of 7-(benzyloxy)-6-methoxy-4-(4-nitrophenoxy)quinoline (43.00 g, 120 mmol), 10% Pd/C (4.30 g) and HCOOK (89.93 g, 600 mmol) in MeOH/H2O (345 mL/200 mL) was refluxed overnight. The mixture was cooled to room temperature, diluted with EtOAc (300 mL) and filtered through a celite pad. The filtrate was concentrated in vacuo and the residue was washed with water, dried in vacuo at 60° C. overnight to give the title compound as a yellow solid (28.8 g, 95.5%). The reactants are [Br-], CC(C)(C#N)c1cc(CBr)cc(C(C)(C)C#N)c1, CCCC[N+](CCCC)(CCCC)CCCC, c1nc[nH]n1. Product: CC(C)(C#N)c1cc(Cn2cncn2)cc(C(C)(C)C#N)c1. As a reaction SMILES: [Br-:24].[C:1](#[N:2])[C:3]([CH3:4])([CH3:5])[c:6]1[cH:7][c:8]([CH2:9][Br:10])[cH:11][c:12]([C:14]([CH3:15])([CH3:16])[C:17]#[N:18])[cH:13]1.[CH2:25]([N+:26]([CH2:27][CH2:28][CH2:29][CH3:30])([CH2:31][CH2:32][CH2:33][CH3:34])[CH2:35][CH2:36][CH2:37][CH3:38])[CH2:39][CH2:40][CH3:41].[nH:19]1[n:20][cH:21][n:22][cH:23]1>>[C:1](#[N:2])[C:3]([CH3:4])([CH3:5])[c:6]1[cH:7][c:8]([CH2:9][n:19]2[n:20][cH:21][n:22][cH:23]2)[cH:11][c:12]([C:14]([CH3:15])([CH3:16])[C:17]#[N:18])[cH:13]1. Reactants: COC=1C=C(C=CC1OC)CCC(O)C1(CC1)CC (2-(3,4-dimethoxyphenyl)ethyl 1-ethylcyclopropyl carbinol), D4, C1, P(Br)(Br)Br (phosphorus tribromide), [Br-].[Li+] (lithium bromide). Reagents/catalysts: [Br-].[Zn+2].[Br-] (zinc bromide). The product is C(C)C(CCBr)=CCCC1=CC(=C(C=C1)OC)OC (3-Ethyl-6-(3,4-dimethoxyphenyl)-3-hexenyl bromide). As a reaction SMILES: [CH3:1][O:2][C:3]1[CH:4]=[C:5]([CH2:11][CH2:12][CH:13]([C:15]2([CH2:18][CH3:19])[CH2:17][CH2:16]2)O)[CH:6]=[CH:7][C:8]=1[O:9][CH3:10].P(Br)(Br)[Br:21].[Br-].[Li+]>[Br-].[Zn+2].[Br-]>[CH2:18]([C:15](=[CH:13][CH2:12][CH2:11][C:5]1[CH:6]=[CH:7][C:8]([O:9][CH3:10])=[C:3]([O:2][CH3:1])[CH:4]=1)[CH2:16][CH2:17][Br:21])[CH3:19] |f:2.3,4.5.6|. Procedure details: 3-Ethyl-6-(3,4-dimethoxyphenyl)-3-hexenyl bromide [V; Ar is 3,4-(CH3O)2C6H3, R is C2H5 ] was prepared from 16 g. of 2-(3,4-dimethoxyphenyl)ethyl 1-ethylcyclopropyl carbinol (Preparation B4), 16.8 g. of phosphorus tribromide, 16.8 g. of lithium bromide and 17.6 g. of zinc bromide according to the procedure given above in Preparation C1. The product was used directly in the succeeding step (Preparation D4) without isolation. Reactants: C(=NC1CCCCC1)=NC1CCCCC1, CCCC(NS(=O)(=O)c1ccc(Cl)cc1)C(O)=S, ClCCl, CCOC(=O)c1cccc(N)c1. Yields the product CCCC(NS(=O)(=O)c1ccc(Cl)cc1)C(=S)Nc1cccc(C(=O)OCC)c1. As a reaction SMILES: [CH:31]1([N:32]=[C:33]=[N:34][CH:35]2[CH2:36][CH2:37][CH2:38][CH2:39][CH2:40]2)[CH2:41][CH2:42][CH2:43][CH2:44][CH2:45]1.[Cl:1][c:2]1[cH:3][cH:4][c:5]([S:8](=[O:9])(=[O:10])[NH:11][CH:12]([C:13](=[S:14])[OH:15])[CH2:16][CH2:17][CH3:18])[cH:6][cH:7]1.[Cl:46][CH2:47][Cl:48].[NH2:19][c:20]1[cH:21][c:22]([C:23](=[O:24])[O:25][CH2:26][CH3:27])[cH:28][cH:29][cH:30]1>>[Cl:1][c:2]1[cH:3][cH:4][c:5]([S:8](=[O:9])(=[O:10])[NH:11][CH:12]([C:13](=[S:14])[NH:19][c:20]2[cH:21][c:22]([C:23](=[O:24])[O:25][CH2:26][CH3:27])[cH:28][cH:29][cH:30]2)[CH2:16][CH2:17][CH3:18])[cH:6][cH:7]1. The reactants are C(CCC)[Sn](C1=NC=CN=C1)(CCCC)CCCC (2-(tributylstannyl)pyrazine), NC=1OC[C@]2(C3=CC(=CC(=C3OC=3C=CC(=CC23)Br)F)OCC(C#N)(C)C)N1 ((S)-3-(2-amino-2′-bromo-5′-fluoro-5H-spiro[oxazole-4,9′-xanthene]-7′-yloxy)-2,2-dimethylpropanenitrile). The reagents and catalysts are C=1C=CC(=CC1)[P](C=2C=CC=CC2)(C=3C=CC=CC3)[Pd]([P](C=4C=CC=CC4)(C=5C=CC=CC5)C=6C=CC=CC6)([P](C=7C=CC=CC7)(C=8C=CC=CC8)C=9C=CC=CC9)[P](C=1C=CC=CC1)(C=1C=CC=CC1)C=1C=CC=CC1 (Pd(PPh3)4). The solvent is CN(C)C=O (DMF). Run at temperature 100 celsius. The product is NC=1OC[C@]2(C3=CC(=CC(=C3OC=3C=CC(=CC23)C2=NC=CN=C2)F)OCC(C#N)(C)C)N1 ((S)-3-(2-amino-5′-fluoro-2′-(pyrazin-2-yl)-5H-spiro[oxazole-4,9′-xanthene]-7′-yloxy)-2,2-dimethylpropanenitrile). As a reaction SMILES: C([Sn](CCCC)(CCCC)[C:6]1[CH:11]=[N:10][CH:9]=[CH:8][N:7]=1)CCC.[NH2:20][C:21]1[O:22][CH2:23][C@:24]2([N:47]=1)[C:37]1[CH:36]=[C:35](Br)[CH:34]=[CH:33][C:32]=1[O:31][C:30]1[C:25]2=[CH:26][C:27]([O:40][CH2:41][C:42]([CH3:46])([CH3:45])[C:43]#[N:44])=[CH:28][C:29]=1[F:39]>C1C=CC([P]([Pd]([P](C2C=CC=CC=2)(C2C=CC=CC=2)C2C=CC=CC=2)([P](C2C=CC=CC=2)(C2C=CC=CC=2)C2C=CC=CC=2)[P](C2C=CC=CC=2)(C2C=CC=CC=2)C2C=CC=CC=2)(C2C=CC=CC=2)C2C=CC=CC=2)=CC=1.CN(C=O)C>[NH2:20][C:21]1[O:22][CH2:23][C@:24]2([N:47]=1)[C:37]1[CH:36]=[C:35]([C:6]3[CH:11]=[N:10][CH:9]=[CH:8][N:7]=3)[CH:34]=[CH:33][C:32]=1[O:31][C:30]1[C:25]2=[CH:26][C:27]([O:40][CH2:41][C:42]([CH3:45])([CH3:46])[C:43]#[N:44])=[CH:28][C:29]=1[F:39] |^1:51,53,72,91|. Reported procedure: To a flask charged with Pd(PPh3)4 (8.82 mg, 0.034 mmol), 2-(tributylstannyl)pyrazine (248 mg, 0.672 mmol), and (S)-3-(2-amino-2′-bromo-5′-fluoro-5H-spiro[oxazole-4,9′-xanthene]-7′-yloxy)-2,2-dimethylpropanenitrile (150 mg, 0.336 mmol) was added 3 ml of DMF. The resulting mixture was heated in the microwave at 100° C. for one hour. The solution was concentrated in vacuo and the derived residue was purified by HPLC (gradient elution 10-90% MeCN/H2O, 0.1% TFA) to afford (S)-3-(2-amino-5′-fluoro-2′-... The reactants are [OH-].[Na+] (sodium hydroxide), S(O)(O)(=O)=O (sulfuric acid), [SiH](CC)(CC)CC (Et3SiH), NC1=CC=C(C=N1)C(=O)C1=CC=C(C=C1)F ((6-Amino-3-pyridinyl)(4-fluorophenyl)methanone). Run in FC(C(=O)O)(F)F (trifluoroacetic acid), O (water). Product: FC1=CC=C(CC=2C=CC(=NC2)N)C=C1 (5-(4-fluorobenzyl)-2-pyridinylamine). The yield is 43.0%. RXN SMILES: [NH2:1][C:2]1[N:7]=[CH:6][C:5]([C:8]([C:10]2[CH:15]=[CH:14][C:13]([F:16])=[CH:12][CH:11]=2)=O)=[CH:4][CH:3]=1.S(=O)(=O)(O)O.[SiH](CC)(CC)CC.[OH-].[Na+]>FC(F)(F)C(O)=O.O>[F:16][C:13]1[CH:14]=[CH:15][C:10]([CH2:8][C:5]2[CH:4]=[CH:3][C:2]([NH2:1])=[N:7][CH:6]=2)=[CH:11][CH:12]=1 |f:3.4|. Procedure: (6-Amino-3-pyridinyl)(4-fluorophenyl)methanone (30 mg, 0.138 mmol) was dissolved in 1 ml of trifluoroacetic acid. 16 l of sulfuric acid (2.2 eq) and 50 l of Et3SiH and stirred at ambient temperature for 4 h in a closed vial. The reaction mixture was poured into water, basified with 2N sodium hydroxide and extracted into methylene chloride. Organic extract was washed with water and brine, concentrated and purified by column chromatography on silica (10 g, EtOAc/hexane 1:1) to give 12 mg of desire... RXN SMILES: C(OC(N1CCN(C2C=CC(NC(C3N=C(C4C=CC=CC=4)OC=3C(F)(F)F)=O)=CN=2)CC1)=O)(C)(C)C.[C:38]([O:42][C:43]([N:45]1[CH2:49][CH2:48][C@H:47]([NH:50][C:51]2[N:56]=[CH:55][C:54]([NH:57][C:58]([C:60]3[N:61]=[C:62]([C:69]4[CH:74]=[CH:73][CH:72]=[CH:71][C:70]=4[O:75][C:76]([F:79])([F:78])[F:77])[O:63][C:64]=3[C:65]([F:68])([F:67])[F:66])=[O:59])=[CH:53][N:52]=2)[CH2:46]1)=[O:44])(C)(C)[CH3:39].FC(F)(F)OC1C=CC=CC=1C1OC(C(F)(F)F)=C(C(O)=O)N=1.C(OC(N1CC[C@H](NC2N=CC(N)=CN=2)C1)=O)C>>[CH2:38]([O:42][C:43]([N:45]1[CH2:49][CH2:48][C@H:47]([NH:50][C:51]2[N:52]=[CH:53][C:54]([NH:57][C:58]([C:60]3[N:61]=[C:62]([C:69]4[CH:74]=[CH:73][CH:72]=[CH:71][C:70]=4[O:75][C:76]([F:79])([F:78])[F:77])[O:63][C:64]=3[C:65]([F:66])([F:67])[F:68])=[O:59])=[CH:55][N:56]=2)[CH2:46]1)=[O:44])[CH3:39]. Product: C(C)OC(=O)N1C[C@H](CC1)NC1=NC=C(C=N1)NC(=O)C=1N=C(OC1C(F)(F)F)C1=C(C=CC=C1)OC(F)(F)F ((S)-3-(5-{[2-(2-trifluoromethoxy-phenyl)-5-trifluoromethyl-oxazole-4-carbonyl]-amino}-pyrimidin-2-ylamino)-pyrrolidine-1-carboxylic acid ethyl ester). Procedure details: With a method similar to that used for the preparation of 4-{5-[(2-phenyl-5-trifluoromethyl-oxazole-4-carbonyl)-amino]-pyridin-2-yl}-piperazine-1-carboxylic acid tert-butyl ester above, (S)-3-(5-{[2-(2-trifluoromethoxy-phenyl)-5-trifluoromethyl-oxazole-4-carbonyl]-amino}-pyrimidin-2-ylamino)-pyrrolidine-1-carboxylic acid tert-butyl ester was prepared from 2-(2-trifluoromethoxy-phenyl)-5-trifluoromethyl-oxazole-4-carboxylic acid and (S)-3-(5-amino-pyrimidin-2-ylamino)-pyrrolidine-1-carboxylic aci... Reactants: C(C)(C)(C)OC(=O)N1CCN(CC1)C1=NC=C(C=C1)NC(=O)C=1N=C(OC1C(F)(F)F)C1=CC=CC=C1 (4-{5-[(2-phenyl-5-trifluoromethyl-oxazole-4-carbonyl)-amino]-pyridin-2-yl}-piperazine-1-carboxylic acid tert-butyl ester), C(C)(C)(C)OC(=O)N1C[C@H](CC1)NC1=NC=C(C=N1)NC(=O)C=1N=C(OC1C(F)(F)F)C1=C(C=CC=C1)OC(F)(F)F ((S)-3-(5-{[2-(2-trifluoromethoxy-phenyl)-5-trifluoromethyl-oxazole-4-carbonyl]-amino}-pyrimidin-2-ylamino)-pyrrolidine-1-carboxylic acid tert-butyl ester), FC(OC1=C(C=CC=C1)C=1OC(=C(N1)C(=O)O)C(F)(F)F)(F)F (2-(2-trifluoromethoxy-phenyl)-5-trifluoromethyl-oxazole-4-carboxylic acid), C(C)OC(=O)N1C[C@H](CC1)NC1=NC=C(C=N1)N ((S)-3-(5-amino-pyrimidin-2-ylamino)-pyrrolidine-1-carboxylic acid ethyl ester).